From a dataset of the Open Reaction Database (ORD), a public repository of structured organic reaction records. describe an organic reaction: reactants, conditions, products, and yield Reactants: C1CCOC1, Cc1ccoc1C(=O)O, [Cl-], Nc1cccc(C(=O)c2ccc3c(c2)NC(=O)C3)c1, O=S(Cl)Cl. Product: Cc1ccoc1C(=O)Nc1cccc(C(=O)c2ccc3c(c2)NC(=O)C3)c1. As a reaction SMILES: [CH2:34]1[O:35][CH2:36][CH2:37][CH2:38]1.[CH3:1][c:2]1[c:3]([C:7](=[O:8])[OH:9])[o:4][cH:5][cH:6]1.[Cl-:33].[NH2:14][c:15]1[cH:16][c:17]([C:18](=[O:19])[c:20]2[cH:21][cH:22][c:23]3[c:27]([cH:28]2)[NH:26][C:25](=[O:29])[CH2:24]3)[cH:30][cH:31][cH:32]1.[S:10]([Cl:11])([Cl:12])=[O:13]>>[CH3:1][c:2]1[c:3]([C:7](=[O:9])[NH:14][c:15]2[cH:16][c:17]([C:18](=[O:19])[c:20]3[cH:21][cH:22][c:23]4[c:27]([cH:28]3)[NH:26][C:25](=[O:29])[CH2:24]4)[cH:30][cH:31][cH:32]2)[o:4][cH:5][cH:6]1. The reactants are O=C([O-])[O-], CN(C)C=O, Cc1oc(-c2ccco2)nc1CCl, [K+], [K+], O, CCOC(=O)CCCCCCC(=NOCc1ccc(O)cc1)c1ccccc1. The product is CCOC(=O)CCCCCCC(=NOCc1ccc(OCc2nc(-c3ccco3)oc2C)cc1)c1ccccc1. Reaction SMILES: [C:42](=[O:43])([O-:44])[O-:45].[CH3:48][N:49]([CH3:50])[CH:51]=[O:52].[Cl:1][CH2:2][c:3]1[n:4][c:5](-[c:9]2[o:10][cH:11][cH:12][cH:13]2)[o:6][c:7]1[CH3:8].[K+:46].[K+:47].[OH2:53].[OH:14][c:15]1[cH:16][cH:17][c:18]([CH2:19][O:20][N:21]=[C:22]([CH2:23][CH2:24][CH2:25][CH2:26][CH2:27][CH2:28][C:29](=[O:30])[O:31][CH2:32][CH3:33])[c:34]2[cH:35][cH:36][cH:37][cH:38][cH:39]2)[cH:40][cH:41]1>>[CH2:2]([c:3]1[n:4][c:5](-[c:9]2[o:10][cH:11][cH:12][cH:13]2)[o:6][c:7]1[CH3:8])[O:14][c:15]1[cH:16][cH:17][c:18]([CH2:19][O:20][N:21]=[C:22]([CH2:23][CH2:24][CH2:25][CH2:26][CH2:27][CH2:28][C:29](=[O:30])[O:31][CH2:32][CH3:33])[c:34]2[cH:35][cH:36][cH:37][cH:38][cH:39]2)[cH:40][cH:41]1.